Dataset: the Open Reaction Database (ORD), a public repository of structured organic reaction records. Task: describe an organic reaction: reactants, conditions, products, and yield Starting materials: CC(=O)OC(C)=O, ClCCCl, O=[N+]([O-])c1ccccc1, CCCc1cc(=O)oc2cc(O)cc(O)c12. Product: CCCc1cc(=O)oc2c(C(C)=O)c(O)cc(O)c12. Reaction SMILES: [CH3:26][C:27](=[O:28])[O:29][C:30](=[O:31])[CH3:32].[Cl:33][CH2:34][CH2:35][Cl:36].[O-:17][N+:18]([c:19]1[cH:20][cH:21][cH:22][cH:23][cH:24]1)=[O:25].[OH:1][c:2]1[c:3]2[c:4]([CH2:14][CH2:15][CH3:16])[cH:5][c:6](=[O:13])[o:7][c:8]2[cH:9][c:10]([OH:12])[cH:11]1>>[OH:1][c:2]1[c:3]2[c:4]([CH2:14][CH2:15][CH3:16])[cH:5][c:6](=[O:13])[o:7][c:8]2[c:9]([C:27]([CH3:26])=[O:28])[c:10]([OH:12])[cH:11]1. The reactants are C(=O)(OCC1=CC=CC=C1)N[C@@H](C)C(=O)N(CC(=O)OCC)C1=CSC=C1 (ethyl N-carbobenzyloxy-L-alanyl-N-(3-thienyl)glycinate), [OH-].[K+] (potassium hydroxide). Product: C(=O)(OCC1=CC=CC=C1)N[C@@H](C)C(=O)N(CC(=O)O)C1=CSC=C1 (N-carbobenzyloxy-L-alanyl-N-(3-thienyl)glycine). Reaction SMILES: [C:1]([NH:11][C@H:12]([C:14]([N:16]([C:23]1[CH:27]=[CH:26][S:25][CH:24]=1)[CH2:17][C:18]([O:20]CC)=[O:19])=[O:15])[CH3:13])([O:3][CH2:4][C:5]1[CH:10]=[CH:9][CH:8]=[CH:7][CH:6]=1)=[O:2].[OH-].[K+]>>[C:1]([NH:11][C@H:12]([C:14]([N:16]([C:23]1[CH:27]=[CH:26][S:25][CH:24]=1)[CH2:17][C:18]([OH:20])=[O:19])=[O:15])[CH3:13])([O:3][CH2:4][C:5]1[CH:6]=[CH:7][CH:8]=[CH:9][CH:10]=1)=[O:2] |f:1.2|. Procedure details: An ethanolic solution of ethyl N-carbobenzyloxy-L-alanyl-N-(3-thienyl)glycinate was treated with two equivalents of potassium hydroxide to yield N-carbobenzyloxy-L-alanyl-N-(3-thienyl)glycine. Reactants: CN(C)c1ccccc1, COc1ccccc1, Cc1cc2n(c1)Cc1cc(Cl)ccc1NC2=O, O=P(Cl)(Cl)Cl. Product: Cc1cc2n(c1)Cc1cc(Cl)ccc1N=C2Cl. Reaction SMILES: [CH3:23][N:24]([c:25]1[cH:26][cH:27][cH:28][cH:29][cH:30]1)[CH3:31].[CH3:32][O:33][c:34]1[cH:35][cH:36][cH:37][cH:38][cH:39]1.[Cl:6][c:7]1[cH:8][cH:9][c:10]2[c:11]([cH:22]1)[CH2:12][n:13]1[c:14]([cH:18][c:19]([CH3:21])[cH:20]1)[C:15](=[O:17])[NH:16]2.[P:1]([Cl:2])([Cl:3])([Cl:4])=[O:5]>>[Cl:3][C:15]1=[N:16][c:10]2[cH:9][cH:8][c:7]([Cl:6])[cH:22][c:11]2[CH2:12][n:13]2[c:14]1[cH:18][c:19]([CH3:21])[cH:20]2. The reactants are C=Cc1ccc(OCc2ccccc2)c(C(=O)N(C)C)c1, B1C2CCCC1CCC2, [Na+], C1CCOC1, [OH-], O, OO. Product: CN(C)C(=O)c1cc(CCO)ccc1OCc1ccccc1. RXN SMILES: [CH2:1]([c:2]1[cH:3][cH:4][cH:5][cH:6][cH:7]1)[O:8][c:9]1[c:10]([C:11](=[O:12])[N:13]([CH3:14])[CH3:15])[cH:16][c:17]([CH:20]=[CH2:21])[cH:18][cH:19]1.[CH:22]12[CH2:23][CH2:24][CH2:25][CH:26]([BH:27]1)[CH2:28][CH2:29][CH2:30]2.[Na+:32].[O:35]1[CH2:36][CH2:37][CH2:38][CH2:39]1.[OH-:31].[OH2:40].[OH:33][OH:34]>>[CH2:1]([c:2]1[cH:3][cH:4][cH:5][cH:6][cH:7]1)[O:8][c:9]1[c:10]([C:11](=[O:12])[N:13]([CH3:14])[CH3:15])[cH:16][c:17]([CH2:20][CH2:21][OH:31])[cH:18][cH:19]1.